This data is from the Open Reaction Database (ORD), a public repository of structured organic reaction records. The task is: describe an organic reaction: reactants, conditions, products, and yield The reactants are COC(=O)C(C)c1ccc2c(c1)Cc1cc([N+](=O)[O-])ccc1-2, CCO, [Ca+2], [Cl-], [Cl-], O, [Zn]. The product is COC(=O)C(C)c1ccc2c(c1)Cc1cc(N)ccc1-2. As a reaction SMILES: [CH3:1][O:2][C:3]([CH:4]([c:5]1[cH:6][c:7]2[c:15]([cH:16][cH:17]1)-[c:14]1[c:9]([cH:10][c:11]([N+:18]([O-:19])=[O:20])[cH:12][cH:13]1)[CH2:8]2)[CH3:21])=[O:22].[CH3:26][CH2:27][OH:28].[Ca+2:25].[Cl-:23].[Cl-:24].[OH2:29].[Zn:30]>>[CH3:1][O:2][C:3]([CH:4]([c:5]1[cH:6][c:7]2[c:15]([cH:16][cH:17]1)-[c:14]1[c:9]([cH:10][c:11]([NH2:18])[cH:12][cH:13]1)[CH2:8]2)[CH3:21])=[O:22]. Starting materials: COC1=CC=C(C=C1)S(=O)(=O)N=C=O (4-methoxybenzenesulfonylisocyanate), NC1=C(C(=O)O)C=CC(=C1)Cl (2-amino-4-chlorobenzoic acid). Yields the product ClC1=CC=C2C(N(C(NC2=C1)=O)S(=O)(=O)C1=CC=C(C=C1)OC)=O (7-chloro-3-(4-methoxybenzenesulfonyl)-2,4(1H,3H)-quinazolinedione). Isolated yield 47.8%. RXN SMILES: [CH3:1][O:2][C:3]1[CH:8]=[CH:7][C:6]([S:9]([N:12]=[C:13]=[O:14])(=[O:11])=[O:10])=[CH:5][CH:4]=1.[NH2:15][C:16]1[CH:24]=[C:23]([Cl:25])[CH:22]=[CH:21][C:17]=1[C:18]([OH:20])=O>>[Cl:25][C:23]1[CH:24]=[C:16]2[C:17]([C:18](=[O:20])[N:12]([S:9]([C:6]3[CH:7]=[CH:8][C:3]([O:2][CH3:1])=[CH:4][CH:5]=3)(=[O:11])=[O:10])[C:13](=[O:14])[NH:15]2)=[CH:21][CH:22]=1. Reported procedure: 1.14 g (5.35 mmol) of 4-methoxybenzenesulfonylisocyanate and 938 mg (5.35 mmol) of 2-amino-4-chlorobenzoic acid were treated in the same way as in Example 1 to obtain 938 mg of the above-identified compound (yield 64.3%). Properties: colorless crystal, Melting point: >200° C. (decomposition), PMR (δppm, DMSO-d6):3.88 (3H,s), 7.12 (1H,s), 7.17-7.23 (3H,m), 7.85 (1H,d), 8.10 (2H,d), 11.68 (1H,br). Starting materials: CCOCC, Cc1onc(C(F)(F)F)c1CO, O, BrP(Br)Br. Yields the product Cc1onc(C(F)(F)F)c1CBr. Reaction SMILES: [CH3:18][CH2:19][O:20][CH2:21][CH3:22].[CH3:1][c:2]1[c:3]([CH2:11][OH:12])[c:4]([C:7]([F:8])([F:9])[F:10])[n:5][o:6]1.[OH2:17].[P:13]([Br:14])([Br:15])[Br:16]>>[CH3:1][c:2]1[c:3]([CH2:11][Br:14])[c:4]([C:7]([F:8])([F:9])[F:10])[n:5][o:6]1. The reactants are CC(C(=O)OC)(C)OC1=CC=CC=C1 (methyl 2-methyl-2-phenoxypropionate), N-butyl lithium, CCCCCC (hexane), CP(OC)(OC)=O (dimethyl methylphosphonate), C(C)(=O)O (acetic acid). Solvent: C1CCOC1 (THF), O (water). Conditions: time 30 minute. Yields the product CC(C(CP(OC)(OC)=O)=O)(C)OC1=CC=CC=C1 (dimethyl 3-methyl-2-oxo-3-phenoxybutylphosphonate). Yield: 100.0%. Reaction SMILES: CCCCCC.[CH3:7][P:8](=[O:13])([O:11][CH3:12])[O:9][CH3:10].[CH3:14][C:15]([O:21][C:22]1[CH:27]=[CH:26][CH:25]=[CH:24][CH:23]=1)([CH3:20])[C:16](OC)=[O:17].C(O)(=O)C>C1COCC1.O>[CH3:20][C:15]([O:21][C:22]1[CH:27]=[CH:26][CH:25]=[CH:24][CH:23]=1)([CH3:14])[C:16](=[O:17])[CH2:7][P:8](=[O:13])([O:11][CH3:12])[O:9][CH3:10]. Procedure: N-butyl lithium in hexane (1.62N, 38.1 ml, 0.0617 mol) was added dropwise under argon atmosphere to a solution of dimethyl methylphosphonate (7.0 ml, 0.0643 mol) in anhydrous THF (100 ml) at -78° C. The reaction mixture was stirred for 30 min. To the mixture was added dropwise methyl 2-methyl-2-phenoxypropionate (5.00 g, 0.0257 mol), and the mixture was stirred for 20 min. at -78° C. and further stirred for 30 min. at room temperature. To the resulting mixture were added 10 ml of water and aceti... Reactants: O=C([O-])[O-], CN(C)C=O, Cl, [K+], [K+], Cc1nc(N)sc1Br, O, Sc1ncccn1. The product is Cc1nc(N)sc1Sc1ncccn1. Reaction SMILES: [C:17](=[O:18])([O-:19])[O-:20].[CH3:24][N:25]([CH3:26])[CH:27]=[O:28].[ClH:1].[K+:21].[K+:22].[NH2:2][c:3]1[s:4][c:5]([Br:9])[c:6]([CH3:8])[n:7]1.[OH2:23].[SH:10][c:11]1[n:12][cH:13][cH:14][cH:15][n:16]1>>[NH2:2][c:3]1[s:4][c:5]([S:10][c:11]2[n:12][cH:13][cH:14][cH:15][n:16]2)[c:6]([CH3:8])[n:7]1. The reactants are BrC(C=1C=CC2=C(OC(OC2=O)(C)C)C1)Br (7-(dibromomethyl)-2,2-dimethyl-4H-1,3-benzodioxin-4-one), CC(=O)C (acetone). The reagents and catalysts are [N+](=O)([O-])[O-].[Ag+] (AgNO3). Run in O (water). Reaction conditions: time 14 hour. Product: CC1(OC(C2=C(O1)C=C(C=C2)C=O)=O)C (2,2-dimethyl-4-oxo-4H-1,3-benzodioxine-7-carbaldehyde). Yield: 57.0%. Reaction SMILES: Br[CH:2](Br)[C:3]1[CH:4]=[CH:5][C:6]2[C:11](=[O:12])[O:10][C:9]([CH3:14])([CH3:13])[O:8][C:7]=2[CH:15]=1.CC(C)=[O:19]>O.[N+]([O-])([O-])=O.[Ag+]>[CH3:13][C:9]1([CH3:14])[O:8][C:7]2[CH:15]=[C:3]([CH:2]=[O:19])[CH:4]=[CH:5][C:6]=2[C:11](=[O:12])[O:10]1 |f:3.4|. Procedure details: To a solution of 7-(dibromomethyl)-2,2-dimethyl-4H-1,3-benzodioxin-4-one (6.0 g, 17 mmol) in acetone (20 mL) and water (40 mL) under nitrogen was added AgNO3 (6.0 g, 35 mmol). The reaction mixture was stirred at rt for 14 hours, then filtered through a pad of Celite. The solvents were removed under reduced pressure. The residue was purified by chromatography (pet ether/EtOAc 9/1) to give 2.0 g (57%) of the titled compound as a solid. TLC-Pet Ether/EtOAc (7/3): Rf=0.7. Reactants: C(=O)(O)CSC(SCC(=O)O)=S (Bis(carboxymethyl)trithiocarbonate), C([O-])([O-])=O.[Na+].[Na+] (Sodium carbonate), C(C)(=O)NNC1=CC=C(C=C1)N (1-acetyl-2-(4-aminophenyl)hydrazine). Run in O (water). Run at time 2 hour. Yields the product C(C)(=O)NNC1=CC=C(C=C1)N1C(SCC1=O)=S (3-[4-(2-Acetylhydrazino)phenyl]rhodanine). Reaction SMILES: C(=O)([O-])[O-].[Na+].[Na+].C(CS[C:12](=[S:18])[S:13][CH2:14][C:15]([OH:17])=O)(O)=O.[C:19]([NH:22][NH:23][C:24]1[CH:29]=[CH:28][C:27]([NH2:30])=[CH:26][CH:25]=1)(=[O:21])[CH3:20]>O>[C:19]([NH:22][NH:23][C:24]1[CH:29]=[CH:28][C:27]([N:30]2[C:15](=[O:17])[CH2:14][S:13][C:12]2=[S:18])=[CH:26][CH:25]=1)(=[O:21])[CH3:20] |f:0.1.2|. Reported procedure: Sodium carbonate (1.06g. 0.010 mole) was dissolved in water (100 ml). Bis(carboxymethyl)trithiocarbonate (4.52g, 0.02 mole) was added portionwise with vigorous stirring. When solution was complete, the reaction mixture was warmed to 80°-85° C and 1-acetyl-2-(4-aminophenyl)hydrazine (3.30 g, 0.020 moles) was added in one portion. The reaction mixture was heated with stirring for 11/2 hours, cooled to about 50°-60° C, then reheated at 80°-85° C. The product began to precipitate during reheating. A...